From a dataset of the Open Reaction Database (ORD), a public repository of structured organic reaction records. describe an organic reaction: reactants, conditions, products, and yield The reactants are CCOc1ccc(C2=NN(C3CCN(S(=O)(=O)c4ccc(C)cc4)CC3)C(=O)C3CC=CCC23)cc1OCC, CC(=O)OC(C)=O, CCOCC. Yields the product CCOc1ccc(C2=NN(C3CCN(C(C)=O)CC3)C(=O)C3CC=CCC23)cc1OCC. RXN SMILES: [CH2:8]([CH3:9])[O:10][c:11]1[cH:12][c:13]([C:20]2=[N:21][N:22]([CH:31]3[CH2:32][CH2:33][N:34]([S:37]([c:38]4[cH:39][cH:40][c:41]([CH3:42])[cH:43][cH:44]4)(=[O:45])=[O:46])[CH2:35][CH2:36]3)[C:23](=[O:30])[CH:24]3[CH2:25][CH:26]=[CH:27][CH2:28][CH:29]23)[cH:14][cH:15][c:16]1[O:17][CH2:18][CH3:19].[CH3:1][C:2](=[O:3])[O:4][C:5](=[O:6])[CH3:7].[CH3:47][CH2:48][O:49][CH2:50][CH3:51]>>[CH3:1][C:2](=[O:3])[N:34]1[CH2:33][CH2:32][CH:31]([N:22]2[N:21]=[C:20]([c:13]3[cH:12][c:11]([O:10][CH2:8][CH3:9])[c:16]([O:17][CH2:18][CH3:19])[cH:15][cH:14]3)[CH:29]3[CH:24]([C:23]2=[O:30])[CH2:25][CH:26]=[CH:27][CH2:28]3)[CH2:36][CH2:35]1. Reactants: C(C)OC(=O)C1(CCC=2C(=C3C=C4C(=CC=CC4=C(C3=C(C2C1)OC)O)OC)OC)C(=O)OCC (9,9-Bis(ethoxycarbonyl)-12-hydroxy-4,6,11-trimethoxy-7,8,9,10-tetrahydronaphthacene), S(O)(O)(=O)=O (sulfuric acid), O (water), crystals, ice, [Cr](=O)(=O)(O)O (chromic acid), [Cr](=O)(=O)(O)O (chromic acid). Reagents/catalysts: [O-2].[O-2].[O-2].[Cr+6] (chromium trioxide). Solvent: C(Cl)Cl.C(C)OC(C)=O (methylene-chloride ethylacetate). Run at time 2 hour. Yields the product C(C)OC(=O)C1(CCC=2C(=C3C(C=4C(=CC=CC4C(C3=C(C2C1)OC)=O)OC)=O)OC)C(=O)OCC (9,9-Bis(ethoxycarbonyl)-4,6,11-trimethoxy-7,8,9,10-tetrahydronaphthacene-5,12-quinone). Isolated yield 62.0%. RXN SMILES: [CH2:1]([O:3][C:4]([C:6]1([C:31]([O:33][CH2:34][CH3:35])=[O:32])[CH2:23][C:22]2[C:21]([O:24][CH3:25])=[C:20]3[C:11]([CH:12]=[C:13]4[C:18](=[C:19]3[OH:26])[CH:17]=[CH:16][CH:15]=[C:14]4[O:27][CH3:28])=[C:10]([O:29][CH3:30])[C:9]=2[CH2:8][CH2:7]1)=[O:5])[CH3:2].[Cr](O)(O)(=O)=[O:37].S(=O)(=O)(O)O.O>C(Cl)Cl.C(OC(=O)C)C.[O-2].[O-2].[O-2].[Cr+6]>[CH2:34]([O:33][C:31]([C:6]1([C:4]([O:3][CH2:1][CH3:2])=[O:5])[CH2:23][C:22]2[C:21]([O:24][CH3:25])=[C:20]3[C:11]([C:12](=[O:37])[C:13]4[C:14]([O:27][CH3:28])=[CH:15][CH:16]=[CH:17][C:18]=4[C:19]3=[O:26])=[C:10]([O:29][CH3:30])[C:9]=2[CH2:8][CH2:7]1)=[O:32])[CH3:35] |f:4.5,6.7.8.9|. Procedure: The product of the principal reaction of example VII (compound VI) has added thereto ice (3 g) and there is added thereto a chromic acid solution of (4 ml.) from a previously prepared solution comprising chromium trioxide (24 g.), concentrated sulfuric acid 30 g, and water to 100 ml. The chromic acid solution is added dropwise with agitation while holding the mixture at 0° C. Thirty minutes after reaction is complete the reaction mixture is removed from the cooling bath and permitted to warm to ... The reactants are FC1=C(C=CC(=C1)F)C1=NN(C=C1C=1C=CC=2N(N1)C(=NN2)C(C)C)C2CCNCC2 (6-(3-(2,4-difluorophenyl)-1-(piperidin-4-yl)-1H-pyrazol-4-yl)-3-isopropyl-[1,2,4]triazolo[4,3-b]pyridazine), BrCCOC (1-bromo-2-methoxyethane), C(=O)([O-])[O-].[K+].[K+] (K2CO3), BrCCOC (1-bromo-2-methoxyethane), BrCCOC (1-bromo-2-methoxyethane). Run in CN(C)C=O (DMF). Reaction conditions: temperature 65 celsius, time 1 hour. The product is FC1=C(C=CC(=C1)F)C1=NN(C=C1C=1C=CC=2N(N1)C(=NN2)C(C)C)C2CCN(CC2)CCOC (6-(3-(2,4-Difluorophenyl)-1-(1-(2-methoxyethyl)piperidin-4-yl)-1H-pyrazol-4-yl)-3-isopropyl-[1,2,4]triazolo[4,3-b]pyridazine). Isolated yield 51.0%. Reaction SMILES: [F:1][C:2]1[CH:7]=[C:6]([F:8])[CH:5]=[CH:4][C:3]=1[C:9]1[C:13]([C:14]2[CH:15]=[CH:16][C:17]3[N:18]([C:20]([CH:23]([CH3:25])[CH3:24])=[N:21][N:22]=3)[N:19]=2)=[CH:12][N:11]([CH:26]2[CH2:31][CH2:30][NH:29][CH2:28][CH2:27]2)[N:10]=1.C([O-])([O-])=O.[K+].[K+].Br[CH2:39][CH2:40][O:41][CH3:42]>CN(C=O)C>[F:1][C:2]1[CH:7]=[C:6]([F:8])[CH:5]=[CH:4][C:3]=1[C:9]1[C:13]([C:14]2[CH:15]=[CH:16][C:17]3[N:18]([C:20]([CH:23]([CH3:24])[CH3:25])=[N:21][N:22]=3)[N:19]=2)=[CH:12][N:11]([CH:26]2[CH2:31][CH2:30][N:29]([CH2:39][CH2:40][O:41][CH3:42])[CH2:28][CH2:27]2)[N:10]=1 |f:1.2.3|. Procedure details: The 6-(3-(2,4-difluorophenyl)-1-(piperidin-4-yl)-1H-pyrazol-4-yl)-3-isopropyl-[1,2,4]triazolo[4,3-b]pyridazine (0.15 g, 0.35 mmol; Example #Q.1.2) was dissolved in DMF (4 mL) and then the K2CO3 (0.10 g, 0.71 mmol) and 1-bromo-2-methoxyethane (0.075 g, 0.53 mmol) were added. The mixture was heated at about 65° C. in an oil bath for about 1 h then another portion of 1-bromo-2-methoxyethane (0.075 g, 0.53 mmol) was added. After about 1 h, a third portion of 1-bromo-2-methoxyethane (0.075 g, 0.53 mm...